Dataset: the Open Reaction Database (ORD), a public repository of structured organic reaction records. Task: describe an organic reaction: reactants, conditions, products, and yield Starting materials: CCSC(=S)[S-], CCOC(C)=O, CC(=O)OC1NC(=O)C1C(C)C, CC(C)=O, [K+], O, Cc1ccccc1. The product is CCSC(=S)SC1NC(=O)C1C(C)C. As a reaction SMILES: [C:1]([S:2][CH2:3][CH3:4])([S-:5])=[S:6].[C:24]([O:25][CH2:26][CH3:27])(=[O:28])[CH3:29].[C:8]([O:9][CH:12]1[CH:13]([CH:17]([CH3:18])[CH3:19])[C:14](=[O:16])[NH:15]1)(=[O:10])[CH3:11].[CH3:20][C:21](=[O:22])[CH3:23].[K+:7].[OH2:37].[c:30]1([CH3:31])[cH:32][cH:33][cH:34][cH:35][cH:36]1>>[C:1]([S:2][CH2:3][CH3:4])([S:5][CH:12]1[CH:13]([CH:17]([CH3:18])[CH3:19])[C:14](=[O:16])[NH:15]1)=[S:6]. The reactants are CS(=O)(=O)O[C@@H]1COC[C@H]1OC=1C=NC(=CC1)Br (Trans-4-[(6-bromopyridin-3-yl)oxy]tetrahydrofuran-3-yl methane sulfonate), C([O-])(O)=O.[Na+] (sodium bicarbonate), CC(C)S(=O)(=O)N (propane-2-sulfonamide), C([O-])([O-])=O.[Cs+].[Cs+] (cesium carbonate). The solvent is C(C)#N (acetonitrile). Product: BrC1=CC=C(C=N1)O[C@@H]1[C@@H](COC1)NS(=O)(=O)C(C)C (cis-N-{4-[(6-bromopyridin-3-yl)oxy]tetrahydro-furan-3-yl}propane-2-sulfonamide). RXN SMILES: CS(O[C@H:6]1[C@H:10]([O:11][C:12]2[CH:13]=[N:14][C:15]([Br:18])=[CH:16][CH:17]=2)[CH2:9][O:8][CH2:7]1)(=O)=O.[CH3:19][CH:20]([S:22]([NH2:25])(=[O:24])=[O:23])[CH3:21].C(=O)([O-])[O-].[Cs+].[Cs+].C(=O)(O)[O-].[Na+]>C(#N)C>[Br:18][C:15]1[N:14]=[CH:13][C:12]([O:11][C@H:10]2[CH2:9][O:8][CH2:7][C@H:6]2[NH:25][S:22]([CH:20]([CH3:21])[CH3:19])(=[O:24])=[O:23])=[CH:17][CH:16]=1 |f:2.3.4,5.6|. Procedure: Trans-4-[(6-bromopyridin-3-yl)oxy]tetrahydrofuran-3-yl methane sulfonate (591.7 mg, 1.75 mmol), propane-2-sulfonamide (647 mg, 5.25 mmol) and cesium carbonate (855 mg, 2.62 mmol) were combined in acetonitrile (8 mL) and subjected to microwave irradiation for 55 minutes at 150° C. The crude reaction mixture was combined with several similar reactions run under the same conditions (total starting material used: 1.527 g, 4.515 mmol) and shaken with saturated aqueous sodium bicarbonate solution (100...